This data is from the Open Reaction Database (ORD), a public repository of structured organic reaction records. The task is: describe an organic reaction: reactants, conditions, products, and yield Reactants: O=C(n1ccnc1)n1ccnc1, CS(N)(=O)=O, CN(C)C=O, CC1(C)Cc2cc(C(=O)O)ccc2NC1c1cccc([N+](=O)[O-])c1, [H-], [Na+]. Yields the product CC1(C)Cc2cc(C(=O)NS(C)(=O)=O)ccc2NC1c1cccc([N+](=O)[O-])c1. RXN SMILES: [C:32]([n:33]1[cH:34][cH:35][n:36][cH:37]1)([n:38]1[cH:39][cH:40][n:41][cH:42]1)=[O:43].[CH3:1][S:2](=[O:3])(=[O:4])[NH2:5].[CH3:44][N:45]([CH3:46])[CH:47]=[O:48].[CH3:8][C:9]1([CH3:31])[CH:10]([c:22]2[cH:23][c:24]([N+:28](=[O:29])[O-:30])[cH:25][cH:26][cH:27]2)[NH:11][c:12]2[cH:13][cH:14][c:15]([C:19](=[O:20])[OH:21])[cH:16][c:17]2[CH2:18]1.[H-:6].[Na+:7]>>[CH3:1][S:2](=[O:3])(=[O:4])[NH:5][C:19]([c:15]1[cH:14][cH:13][c:12]2[c:17]([cH:16]1)[CH2:18][C:9]([CH3:8])([CH3:31])[CH:10]([c:22]1[cH:23][c:24]([N+:28](=[O:29])[O-:30])[cH:25][cH:26][cH:27]1)[NH:11]2)=[O:20]. Starting materials: ClCCl, Cc1nc(CO)c2n1-c1ccc(Cl)cc1C(c1ccccc1Cl)=NC2. The product is Cc1nc(C=O)c2n1-c1ccc(Cl)cc1C(c1ccccc1Cl)=NC2. RXN SMILES: [CH2:26]([Cl:27])[Cl:28].[Cl:1][c:2]1[cH:3][cH:4][c:5]2[c:6]([cH:25]1)[C:7]([c:18]1[c:19]([Cl:24])[cH:20][cH:21][cH:22][cH:23]1)=[N:8][CH2:9][c:10]1[n:11]-2[c:12]([CH3:17])[n:13][c:14]1[CH2:15][OH:16]>>[Cl:1][c:2]1[cH:3][cH:4][c:5]2[c:6]([cH:25]1)[C:7]([c:18]1[c:19]([Cl:24])[cH:20][cH:21][cH:22][cH:23]1)=[N:8][CH2:9][c:10]1[n:11]-2[c:12]([CH3:17])[n:13][c:14]1[CH:15]=[O:16]. The reactants are CCP(=O)(OC)c1cc(Oc2ccc(C(F)(F)F)cc2Cl)ccc1[N+](=O)[O-], S=P12SP3(=S)SP(=S)(S1)SP(=S)(S2)S3. The product is CCP(=S)(OC)c1cc(Oc2ccc(C(F)(F)F)cc2Cl)ccc1[N+](=O)[O-]. As a reaction SMILES: [CH2:1]([CH3:2])[P:3]([O:4][CH3:5])(=[O:6])[c:7]1[c:8]([N+:25](=[O:26])[O-:27])[cH:9][cH:10][c:11]([O:13][c:14]2[c:15]([Cl:24])[cH:16][c:17]([C:20]([F:21])([F:22])[F:23])[cH:18][cH:19]2)[cH:12]1.[P:28]12(=[S:29])[S:30][P:31]3(=[S:41])[S:32][P:33](=[S:39])([S:34][P:35](=[S:38])([S:36]3)[S:37]1)[S:40]2>>[CH2:1]([CH3:2])[P:3]([O:4][CH3:5])([c:7]1[c:8]([N+:25](=[O:26])[O-:27])[cH:9][cH:10][c:11]([O:13][c:14]2[c:15]([Cl:24])[cH:16][c:17]([C:20]([F:21])([F:22])[F:23])[cH:18][cH:19]2)[cH:12]1)=[S:29]. As a reaction SMILES: [C:31](=[O:32])([O-:33])[O-:34].[CH3:1][n:2]1[c:3]([CH2:21][O:22][c:23]2[cH:24][c:25]([C:29]#[N:30])[cH:26][cH:27][cH:28]2)[n:4][c:5]2[c:6]1[cH:7][cH:8][c:9]([NH:11][S:12](=[O:13])(=[O:14])[c:15]1[cH:16][cH:17][cH:18][cH:19][cH:20]1)[cH:10]2.[CH3:37][CH2:38][OH:39].[NH4+:35].[NH4+:36]>>[CH3:1][n:2]1[c:3]([CH2:21][O:22][c:23]2[cH:24][c:25]([C:29]([NH2:30])=[NH:35])[cH:26][cH:27][cH:28]2)[n:4][c:5]2[c:6]1[cH:7][cH:8][c:9]([NH:11][S:12](=[O:13])(=[O:14])[c:15]1[cH:16][cH:17][cH:18][cH:19][cH:20]1)[cH:10]2. Reactants: O=C([O-])[O-], Cn1c(COc2cccc(C#N)c2)nc2cc(NS(=O)(=O)c3ccccc3)ccc21, CCO, [NH4+], [NH4+]. Product: Cn1c(COc2cccc(C(=N)N)c2)nc2cc(NS(=O)(=O)c3ccccc3)ccc21. Starting materials: CCCC(N)C(O[SiH](C)C)C(C)(C)C, COC(O)C(F)(F)F, c1ccccc1. Product: CCCC(N=CC(F)(F)F)C(O[SiH](C)C)C(C)(C)C. As a reaction SMILES: [C:1]([CH3:2])([CH3:3])([CH3:4])[CH:5]([CH:6]([CH2:7][CH2:8][CH3:9])[NH2:10])[O:11][SiH:12]([CH3:13])[CH3:14].[CH3:15][O:16][CH:17]([C:18]([F:19])([F:20])[F:21])[OH:22].[cH:23]1[cH:24][cH:25][cH:26][cH:27][cH:28]1>>[C:1]([CH3:2])([CH3:3])([CH3:4])[CH:5]([CH:6]([CH2:7][CH2:8][CH3:9])[N:10]=[CH:17][C:18]([F:19])([F:20])[F:21])[O:11][SiH:12]([CH3:13])[CH3:14].